The task is: describe an organic reaction: reactants, conditions, products, and yield. This data is from the Open Reaction Database (ORD), a public repository of structured organic reaction records. Reactants: P(=O)([O-])([O-])[O-] (phosphate), [OH-].[Na+] (NaOH), NaH2O4, OC=1[C@H](OC(C1O)=O)[C@H](CO)O (vitamin C), EDTA-2Na, catechins, C1[C@H]([C@H](OC2=CC(=CC(=C21)O)O)C3=CC(=C(C(=C3)O)O)O)OC(=O)C4=CC(=C(C(=C4)O)O)O (epigallocatechin gallate). Reaction SMILES: P([O-])([O-])([O-])=O.OC1[C@@H]([C@@H](O)CO)OC(=O)C=1O.[OH-].[Na+].[CH2:20]1[C:29]2[C:24](=[CH:25][C:26]([OH:31])=[CH:27][C:28]=2[OH:30])[O:23][C@H:22]([C:32]2[CH:37]=[C:36](O)[C:35]([OH:39])=[C:34]([OH:40])[CH:33]=2)[C@@H:21]1[O:41]C(C1C=C(O)C(O)=C(O)C=1)=O>O.C(OCC)(=O)C.C(#N)C>[CH:37]1[C:32]([CH:22]2[O:23][C:24]3[CH:25]=[C:26]([OH:31])[CH:27]=[C:28]([OH:30])[C:29]=3[CH2:20][CH:21]2[OH:41])=[CH:33][C:34]([OH:40])=[C:35]([OH:39])[CH:36]=1 |f:2.3|. Conditions: time 15 minute. The product is C1=CC(=C(C=C1C2C(CC=3C(=CC(=CC3O2)O)O)O)O)O (Catechin). Solvent: C(C)(=O)OCC (ethyl acetate), C(C)#N (acetonitrile), C(C)(=O)OCC (ethyl acetate), C(C)(=O)OCC (ethyl acetate), O (water). Procedure details: To 0.25 mL of the resulting plasma were added 0.25 mL of a phosphate buffer (obtained by dissolving 48 g of NaH2O4, 20 g of vitamin C and 1 g of EDTA-2Na thoroughly in 1 L of distilled water and then adjusting pH of the resulting mixture to 3.9 with 0.1 mol/L NaOH) and 0.5 mL of acetonitrile, followed by thorough mixing. After addition of 3 mL of ethyl acetate and mixing, the resulting mixture was centrifuged at 3000 r/min at 4° C. for 15 minutes to obtain an upper ethyl acetate layer. The above...